Dataset: the Open Reaction Database (ORD), a public repository of structured organic reaction records. Task: describe an organic reaction: reactants, conditions, products, and yield The reactants are COC(=O)C=1C(=NC2=CC=C(C=C2C1C1=CC=CC=C1)Cl)CC(F)(F)F (6-chloro-4-phenyl-2-(2,2,2-trifluoro-ethyl)-quinoline-3-carboxylic acid methyl ester), [I-].[Li+] (lithium iodide), solid. Run in N1=CC=CC=C1 (pyridine). Yields the product ClC=1C=C2C(=C(C(=NC2=CC1)CC(F)(F)F)C(=O)O)C1=CC=CC=C1 (6-Chloro-4-phenyl-2-(2,2,2-trifluoro-ethyl)-quinoline-3-carboxylic acid). RXN SMILES: C[O:2][C:3]([C:5]1[C:6]([CH2:22][C:23]([F:26])([F:25])[F:24])=[N:7][C:8]2[C:13]([C:14]=1[C:15]1[CH:20]=[CH:19][CH:18]=[CH:17][CH:16]=1)=[CH:12][C:11]([Cl:21])=[CH:10][CH:9]=2)=[O:4].[I-].[Li+]>N1C=CC=CC=1>[Cl:21][C:11]1[CH:12]=[C:13]2[C:8](=[CH:9][CH:10]=1)[N:7]=[C:6]([CH2:22][C:23]([F:26])([F:24])[F:25])[C:5]([C:3]([OH:4])=[O:2])=[C:14]2[C:15]1[CH:16]=[CH:17][CH:18]=[CH:19][CH:20]=1 |f:1.2|. Procedure: The title compound was prepared in analogy to example 20 step D from 6-chloro-4-phenyl-2-(2,2,2-trifluoro-ethyl)-quinoline-3-carboxylic acid methyl ester (60 mg, 0.16 mmol) and lithium iodide (212 mg, 1.58 mmol) in pyridine. Off white solid (9.5 mg, 16%). LC-MS: 364 (M−H)−. Starting materials: O=C(c1ncc[nH]1)c1ncc[nH]1, CC(C)(C)OC(=O)Nc1ccc(CC(=O)O)cc1, C1CCOC1, C1CSCN1. Product: CC(C)(C)OC(=O)Nc1ccc(CC(=O)N2CCSC2)cc1. RXN SMILES: [C:19]([c:20]1[nH:21][cH:22][cH:23][n:24]1)([c:25]1[nH:26][cH:27][cH:28][n:29]1)=[O:30].[C:1]([CH3:2])([CH3:3])([CH3:4])[O:5][C:6](=[O:7])[NH:8][c:9]1[cH:10][cH:11][c:12]([CH2:15][C:16](=[O:17])[OH:18])[cH:13][cH:14]1.[CH2:36]1[O:37][CH2:38][CH2:39][CH2:40]1.[S:31]1[CH2:32][NH:33][CH2:34][CH2:35]1>>[C:1]([CH3:2])([CH3:3])([CH3:4])[O:5][C:6](=[O:7])[NH:8][c:9]1[cH:10][cH:11][c:12]([CH2:15][C:16](=[O:18])[N:33]2[CH2:32][S:31][CH2:35][CH2:34]2)[cH:13][cH:14]1. Starting materials: CS(C)=O, CCOC(C)=O, Cc1nc(N)nc(Cl)c1Cc1ccc(CCl)cc1F, N#C[K], CN(C)C=O. Product: Cc1nc(N)nc(Cl)c1Cc1ccc(CC#N)cc1F. RXN SMILES: [CH3:23][S:24]([CH3:25])=[O:26].[CH3:32][CH2:33][O:34][C:35]([CH3:36])=[O:37].[Cl:4][c:5]1[n:6][c:7]([NH2:22])[n:8][c:9]([CH3:21])[c:10]1[CH2:11][c:12]1[c:13]([F:20])[cH:14][c:15]([CH2:18][Cl:19])[cH:16][cH:17]1.[K:1][C:2]#[N:3].[O:27]=[CH:28][N:29]([CH3:30])[CH3:31]>>[C:2](#[N:3])[CH2:18][c:15]1[cH:14][c:13]([F:20])[c:12]([CH2:11][c:10]2[c:5]([Cl:4])[n:6][c:7]([NH2:22])[n:8][c:9]2[CH3:21])[cH:17][cH:16]1.